From a dataset of the Open Reaction Database (ORD), a public repository of structured organic reaction records. describe an organic reaction: reactants, conditions, products, and yield Starting materials: FC1=CC=C(C=C1)C(NC(C)C1=CC(=C(C(=C1)F)F)F)C1=CC(=CC=C1)[N+](=O)[O-] (N-[(4-fluorophenyl)-(3-nitrophenyl)methyl]-N-[1-(3,4,5-trifluorophenyl)ethyl]amine), [BH4-].[Na+] (sodium borohydride). The reagents and catalysts are O.O.O.O.O.O.[Ni](Cl)Cl (nickel chloride hexahydrate). Yields the product FC1=CC=C(C=C1)C(C=1C=C(C=CC1)N)NC(C)C1=CC(=C(C(=C1)F)F)F (3-{(4-Fluorophenyl)-[1-(3,4,5-trifluorophenyl)ethylamino]methyl}phenylamine). RXN SMILES: [F:1][C:2]1[CH:7]=[CH:6][C:5]([CH:8]([C:21]2[CH:26]=[CH:25][CH:24]=[C:23]([N+:27]([O-])=O)[CH:22]=2)[NH:9][CH:10]([C:12]2[CH:17]=[C:16]([F:18])[C:15]([F:19])=[C:14]([F:20])[CH:13]=2)[CH3:11])=[CH:4][CH:3]=1.[BH4-].[Na+]>O.O.O.O.O.O.[Ni](Cl)Cl>[F:1][C:2]1[CH:7]=[CH:6][C:5]([CH:8]([NH:9][CH:10]([C:12]2[CH:13]=[C:14]([F:20])[C:15]([F:19])=[C:16]([F:18])[CH:17]=2)[CH3:11])[C:21]2[CH:22]=[C:23]([NH2:27])[CH:24]=[CH:25][CH:26]=2)=[CH:4][CH:3]=1 |f:1.2,3.4.5.6.7.8.9|. Procedure: Following a similar reaction, separation and purification procedure to that described in Example (59b), 3.30 g of N-[(4-fluorophenyl)-(3-nitrophenyl)methyl]-N-[1-(3,4,5-trifluorophenyl)ethyl]amine [prepared as described in step (a) above], 3.96 g of nickel chloride hexahydrate and 1.25 g of sodium borohydride were reacted, to obtain 1.25 g of isomer A and 975 mg of isomer B of the title compound as pale yellow oils, respectively. Reaction SMILES: [C:1]([CH3:2])([CH3:3])([CH3:4])[O:5][C:6]([CH:7]([c:8]1[cH:9][cH:10][cH:11][cH:12][cH:13]1)[NH2:14])=[O:15].[CH3:25][N:26]([C:27](=[O:28])[Cl:29])[CH3:30].[CH:16]([N:17]([CH2:18][CH3:19])[CH:20]([CH3:21])[CH3:22])([CH3:23])[CH3:24].[O:31]=[CH:32][N:33]([CH3:34])[CH3:35]>>[C:1]([CH3:2])([CH3:3])([CH3:4])[O:5][C:6]([CH:7]([c:8]1[cH:9][cH:10][cH:11][cH:12][cH:13]1)[NH:14][C:27]([N:26]([CH3:25])[CH3:30])=[O:28])=[O:15]. The product is CN(C)C(=O)NC(C(=O)OC(C)(C)C)c1ccccc1. The reactants are CC(C)(C)OC(=O)C(N)c1ccccc1, CN(C)C(=O)Cl, CCN(C(C)C)C(C)C, CN(C)C=O. RXN SMILES: [C:33](=[O:34])([O-:35])[O-:36].[CH3:22][O:23][c:24]1[n:25][cH:26][c:27]([B:30]([OH:31])[OH:32])[cH:28][n:29]1.[CH3:40][C:41]#[N:42].[K+:37].[K+:38].[NH2:1][c:2]1[c:3]([F:21])[c:4]([C:9](=[O:10])[c:11]2[cH:12][nH:13][c:14]3[n:15][cH:16][c:17]([I:20])[cH:18][c:19]23)[c:5]([F:8])[cH:6][cH:7]1.[OH2:39]>>[NH2:1][c:2]1[c:3]([F:21])[c:4]([C:9](=[O:10])[c:11]2[cH:12][nH:13][c:14]3[n:15][cH:16][c:17](-[c:27]4[cH:26][n:25][c:24]([O:23][CH3:22])[n:29][cH:28]4)[cH:18][c:19]23)[c:5]([F:8])[cH:6][cH:7]1. Starting materials: O=C([O-])[O-], COc1ncc(B(O)O)cn1, CC#N, [K+], [K+], Nc1ccc(F)c(C(=O)c2c[nH]c3ncc(I)cc23)c1F, O. The product is COc1ncc(-c2cnc3[nH]cc(C(=O)c4c(F)ccc(N)c4F)c3c2)cn1. Reactants: O=C1CCC(=O)N1Br, ClCCl, OCCCc1cccc(Cl)c1F, O, c1ccc(P(c2ccccc2)c2ccccc2)cc1. Product: Fc1c(Cl)cccc1CCCBr. Reaction SMILES: [Br:32][N:33]1[C:34](=[O:35])[CH2:36][CH2:37][C:38]1=[O:39].[CH2:41]([Cl:42])[Cl:43].[Cl:1][c:2]1[c:3]([F:12])[c:4]([CH2:8][CH2:9][CH2:10][OH:11])[cH:5][cH:6][cH:7]1.[OH2:40].[c:13]1([P:14]([c:15]2[cH:16][cH:17][cH:18][cH:19][cH:20]2)[c:21]2[cH:22][cH:23][cH:24][cH:25][cH:26]2)[cH:27][cH:28][cH:29][cH:30][cH:31]1>>[Cl:1][c:2]1[c:3]([F:12])[c:4]([CH2:8][CH2:9][CH2:10][Br:32])[cH:5][cH:6][cH:7]1. Starting materials: BrC=1C=C(C=C(C1OC)OC)C=CC=O (3-(3-bromo-4,5-dimethoxy-phenyl)-propenal), CN(C=1C=C(C=CC1)O)C (3-(dimethylamino)phenol), N1CCOCC1 (morpholine). Solvent: CO (methanol). Reaction conditions: time 16 hour. The product is BrC=1C=C(C=C(C1OC)OC)C1CC(OC2=CC(=CC=C12)N(C)C)N1CCOCC1 ([4-(3-bromo-4,5-dimethoxy-phenyl)-2-morpholin-4-yl-chroman-7-yl]-dimethyl-amine). As a reaction SMILES: [Br:1][C:2]1[CH:3]=[C:4]([CH:12]=[CH:13][CH:14]=[O:15])[CH:5]=[C:6]([O:10][CH3:11])[C:7]=1[O:8][CH3:9].[CH3:16][N:17]([CH3:25])[C:18]1[CH:19]=[C:20](O)[CH:21]=[CH:22][CH:23]=1.[NH:26]1[CH2:31][CH2:30][O:29][CH2:28][CH2:27]1>CO>[Br:1][C:2]1[CH:3]=[C:4]([CH:12]2[C:21]3[C:22](=[CH:23][C:18]([N:17]([CH3:25])[CH3:16])=[CH:19][CH:20]=3)[O:15][CH:14]([N:26]3[CH2:31][CH2:30][O:29][CH2:28][CH2:27]3)[CH2:13]2)[CH:5]=[C:6]([O:10][CH3:11])[C:7]=1[O:8][CH3:9]. Reported procedure: A mixture of the 3-(3-bromo-4,5-dimethoxy-phenyl)-propenal (200 mg; 0.74 mmol), 3-(dimethylamino)phenol (101 mg, 0.74 mmol) and morpholine (65 μl; 0.75 mmol) in dry methanol (5 ml) was refluxed for 2 h and stirred at room temperature for 16 h. The solvent was removed and the intermediate [4-(3-bromo-4,5-dimethoxy-phenyl)-2-morpholin-4-yl-chroman-7-yl]-dimethyl-amine was obtained (350 mg). The reactants are CC1=C(C2=C(S1)C=C1C=CC=CC1=C2C2=CC(=C(C=C2)O)C2CCCC2)C (4-(2,3-dimethyl-naphtho[2,3-b]thiophen-4-yl)-2-cyclopentyl-phenol), ClS(=O)(=O)C1=CC(=C(C(=O)O)C=C1)O (4-chlorosulphonyl-2-hydroxybenzoic acid). Yields the product C1(CCCC1)C1=C(OS(=O)(=O)C2=CC(=C(C(=O)O)C=C2)O)C=CC(=C1)C1=C2C=CC=CC2=CC=2SC(=C(C21)C)C (4-[2-Cyclopentyl-4-(2,3-dimethyl-naphtho[2,3-b]thiophen-4-yl)-phenoxysulfonyl]-2-hydroxy-benzoic acid). Reaction SMILES: [CH3:1][C:2]1[S:6][C:5]2[CH:7]=[C:8]3[C:13](=[C:14]([C:15]4[CH:20]=[CH:19][C:18]([OH:21])=[C:17]([CH:22]5[CH2:26][CH2:25][CH2:24][CH2:23]5)[CH:16]=4)[C:4]=2[C:3]=1[CH3:27])[CH:12]=[CH:11][CH:10]=[CH:9]3.Cl[S:29]([C:32]1[CH:40]=[CH:39][C:35]([C:36]([OH:38])=[O:37])=[C:34]([OH:41])[CH:33]=1)(=[O:31])=[O:30]>>[CH:22]1([C:17]2[CH:16]=[C:15]([C:14]3[C:4]4[C:3]([CH3:27])=[C:2]([CH3:1])[S:6][C:5]=4[CH:7]=[C:8]4[C:13]=3[CH:12]=[CH:11][CH:10]=[CH:9]4)[CH:20]=[CH:19][C:18]=2[O:21][S:29]([C:32]2[CH:40]=[CH:39][C:35]([C:36]([OH:38])=[O:37])=[C:34]([OH:41])[CH:33]=2)(=[O:31])=[O:30])[CH2:23][CH2:24][CH2:25][CH2:26]1. Reported procedure: Using 4-(2,3-dimethyl-naphtho[2,3-b]thiophen-4-yl)-2-cyclopentyl-phenol and 4-chlorosulphonyl-2-hydroxybenzoic acid the title compound was prepared according to the procedure in Example 1, step 9. Purification on 2% H3PO4 /MeOH treated silica gel eluting with a 0 & 10% EtOAc/hexane step gradient gave 0.66 g of the title compound as a pale yellow solid, mp 230-237° C.; 1H NMR (DMSO-d6) δ 1.30-1.35 (m, 2 H), 1.45-1.52 (m, 5 H), 1.58-1.63 (m, 3 H), 2.40 (s, 2 H), 3.05 (q, 1 H), 7.21-7.29 (m, 4 H), ... RXN SMILES: [Cl:1][C:2]1[N:7]=[C:6]([S:8][CH3:9])[N:5]=[C:4]2[NH:10][N:11]=[CH:12][C:3]=12.[H-].[Na+].Cl[CH2:16][O:17][CH2:18][CH2:19][Si:20]([CH3:23])([CH3:22])[CH3:21]>CN(C=O)C>[Cl:1][C:2]1[N:7]=[C:6]([S:8][CH3:9])[N:5]=[C:4]2[N:10]([CH2:16][O:17][CH2:18][CH2:19][Si:20]([CH3:23])([CH3:22])[CH3:21])[N:11]=[CH:12][C:3]=12 |f:1.2|. The solvent is CN(C)C=O (DMF). Reported procedure: 4-Chloro-6-methylsulfanyl-1H-pyrazolo[3,4-d]pyrimidine (497 mg, 2.477 mmol) was dissolved in 5 mL dry DMF, and the reaction mixture was cooled to 0° C. Sodium hydride (109 mg of 60% suspension in mineral oil) was added, and the reaction mixture was stirred for five minutes. (2-Chloromethoxy-ethyl)-trimethyl-silane (0.52 mL, 2.922 mmol) was then added, and the reaction mixture was stirred for 10 minutes. The reaction mixture was quenched by addition to water, and was partitioned between water and... Product: ClC1=C2C(=NC(=N1)SC)N(N=C2)COCC[Si](C)(C)C (4-Chloro-6-methylsulfanyl-1-(2-trimethylsilanyl-ethoxymethyl)-1H-pyrazolo[3,4-d]pyrimidine). Reactants: [H-].[Na+] (Sodium hydride), ClC1=C2C(=NC(=N1)SC)NN=C2 (4-Chloro-6-methylsulfanyl-1H-pyrazolo[3,4-d]pyrimidine), ClCOCC[Si](C)(C)C ((2-Chloromethoxy-ethyl)-trimethyl-silane). Run at temperature 0 celsius, time 5 minute. The yield is 47.7%. The reactants are CCO, CCC1C(=O)N(C)c2cnc(Cl)nc2N1C1CCC(F)(F)C1, Cl, CCNC(=O)c1ccc(N)c(OC)c1, O. The product is CCNC(=O)c1ccc(Nc2ncc3c(n2)N(C2CCC(F)(F)C2)C(CC)C(=O)N3C)c(OC)c1. RXN SMILES: [CH3:38][CH2:39][OH:40].[Cl:2][c:3]1[n:4][c:5]2[c:10]([cH:11][n:12]1)[N:9]([CH3:13])[C:8](=[O:14])[CH:7]([CH2:15][CH3:16])[N:6]2[CH:17]1[CH2:18][C:19]([F:22])([F:23])[CH2:20][CH2:21]1.[ClH:1].[NH2:24][c:25]1[c:26]([O:36][CH3:37])[cH:27][c:28]([C:29](=[O:30])[NH:31][CH2:32][CH3:33])[cH:34][cH:35]1.[OH2:41]>>[c:3]1([NH:24][c:25]2[c:26]([O:36][CH3:37])[cH:27][c:28]([C:29](=[O:30])[NH:31][CH2:32][CH3:33])[cH:34][cH:35]2)[n:4][c:5]2[c:10]([cH:11][n:12]1)[N:9]([CH3:13])[C:8](=[O:14])[CH:7]([CH2:15][CH3:16])[N:6]2[CH:17]1[CH2:18][C:19]([F:22])([F:23])[CH2:20][CH2:21]1. Starting materials: ClC=1N=C2N(C(C1)=O)N=C(S2)CC (7-chloro-2-ethyl-5H-[1,3,4]thiadiazolo[3,2-a]pyrimidin-5-one), N1(CCNCC1)C(=O)OC(C)(C)C (tert-butyl 1-piperazinecarboxylate), C(C)(C)N(C(C)C)CC (N,N-diisopropylethylamine). Solvent: C(C)#N (acetonitrile). Conditions: temperature 150 celsius. Yields the product C(C)C1=NN2C(=NC(=CC2=O)N2CCN(CC2)C(=O)OC(C)(C)C)S1 (tert-butyl 4-(2-ethyl-5-oxo-5H-[1,3,4]thiadiazolo[3,2-a]pyrimidin-7-yl)piperazine-1-carboxylate). As a reaction SMILES: Cl[C:2]1[N:3]=[C:4]2[S:11][C:10]([CH2:12][CH3:13])=[N:9][N:5]2[C:6](=[O:8])[CH:7]=1.[N:14]1([C:20]([O:22][C:23]([CH3:26])([CH3:25])[CH3:24])=[O:21])[CH2:19][CH2:18][NH:17][CH2:16][CH2:15]1.C(N(CC)C(C)C)(C)C>C(#N)C>[CH2:12]([C:10]1[S:11][C:4]2=[N:3][C:2]([N:17]3[CH2:16][CH2:15][N:14]([C:20]([O:22][C:23]([CH3:26])([CH3:25])[CH3:24])=[O:21])[CH2:19][CH2:18]3)=[CH:7][C:6](=[O:8])[N:5]2[N:9]=1)[CH3:13]. Procedure details: To a solution of 7-chloro-2-ethyl-5H-[1,3,4]thiadiazolo[3,2-a]pyrimidin-5-one (2.0 g, 9.27 mmol, 1.0 equiv) in 50 mL of anhydrous acetonitrile in a microwave vial is added tert-butyl 1-piperazinecarboxylate (2.073 g, 11.13 mmol, 1.2 equiv) followed by N,N-diisopropylethylamine (4.86 mL, 27.8 mmol, 3.0 equiv). The mixture is heated in a microwave reactor for 25 min at 150° C. Upon completion, the mixture is concentrated in vacuo to give crude tert-butyl 4-(2-ethyl-5-oxo-5H-[1,3,4]thiadiazolo[3,2-... The reactants are C([O-])([O-])=O.[Na+].[Na+] (sodium carbonate), BrC=1C=C2C(=NC1)OC1(C2)CN2CCC1CC2 (5′-bromospiro[1-azabicyclo[2.2.2]octane-3,2′(3′H)-furo[2,3-b]pyridine]), C1(=CC=CC=C1)B(O)O (phenylboronic acid), COCCOC (1,2-dimethoxyethane). Reagents/catalysts: C=1C=CC(=CC1)[P](C=2C=CC=CC2)(C=3C=CC=CC3)[Pd]([P](C=4C=CC=CC4)(C=5C=CC=CC5)C=6C=CC=CC6)([P](C=7C=CC=CC7)(C=8C=CC=CC8)C=9C=CC=CC9)[P](C=1C=CC=CC1)(C=1C=CC=CC1)C=1C=CC=CC1 (tetrakis(triphenylphosphine)palladium(0)). Solvent: C(C)O (ethanol). Product: C1(=CC=CC=C1)C=1C=C2C(=NC1)OC1(C2)CN2CCC1CC2 (5′-Phenylspiro[1-azabicyclo[2.2.2]octane-3,2′(3′H)-furo[2,3-b]pyridine]). The yield is 68.5%. RXN SMILES: Br[C:2]1[CH:3]=[C:4]2[CH2:10][C:9]3([CH:15]4[CH2:16][CH2:17][N:12]([CH2:13][CH2:14]4)[CH2:11]3)[O:8][C:5]2=[N:6][CH:7]=1.[C:18]1(B(O)O)[CH:23]=[CH:22][CH:21]=[CH:20][CH:19]=1.COCCOC.C(=O)([O-])[O-].[Na+].[Na+]>C1C=CC([P]([Pd]([P](C2C=CC=CC=2)(C2C=CC=CC=2)C2C=CC=CC=2)([P](C2C=CC=CC=2)(C2C=CC=CC=2)C2C=CC=CC=2)[P](C2C=CC=CC=2)(C2C=CC=CC=2)C2C=CC=CC=2)(C2C=CC=CC=2)C2C=CC=CC=2)=CC=1.C(O)C>[C:18]1([C:2]2[CH:3]=[C:4]3[CH2:10][C:9]4([CH:15]5[CH2:16][CH2:17][N:12]([CH2:13][CH2:14]5)[CH2:11]4)[O:8][C:5]3=[N:6][CH:7]=2)[CH:23]=[CH:22][CH:21]=[CH:20][CH:19]=1 |f:3.4.5,^1:42,44,63,82|. Procedure: Under a nitrogen atmosphere, 5′-bromospiro[1-azabicyclo[2.2.2]octane-3,2′(3′H)-furo[2,3-b]pyridine] (118 mg, 0.4 mmol), phenylboronic acid (54 mg, 0.443 mmol), and tetrakis(triphenylphosphine)palladium(0) (11 mg, 2.3 mol %) were stirred in a solution of 1,2-dimethoxyethane (3 mL) and ethanol (0.75 mL) containing 2M aqueous sodium carbonate (0.65 mL, 1.3 mmol). The mixture was heated under reflux for 18 hours. The reaction mixture was then evaporated under reduced pressure, the residue was dissol...